Dataset: the Open Reaction Database (ORD), a public repository of structured organic reaction records. Task: describe an organic reaction: reactants, conditions, products, and yield The reactants are C(C=1C(=CC=CC1)OC)=O (o-anisaldehyde), [Cl-].[NH4+] (ammonium chloride), CC1=C(C=CC=C1)OCOC (1-Methyl-2-methoxymethoxybenzene), solution, C(CCC)[Li] (n-butyl lithium). Run in O1CCCC1 (tetrahydrofuran), CCCCCC (hexane), CN(CCN(C)C)C (tetramethylethylenediamine). Run at time 4 hour. Yields the product COC1=C(C=CC=C1)C(O)C1=C(C(=CC=C1)C)OCOC ((2-Methoxyphenyl)-(3-methyl-2-methoxymethoxyphenyl)methanol). The yield is 137.2%. Reaction SMILES: [CH3:1][C:2]1[CH:7]=[CH:6][CH:5]=[CH:4][C:3]=1[O:8][CH2:9][O:10][CH3:11].C([Li])CCC.[CH:17](=[O:26])[C:18]1[C:19]([O:24][CH3:25])=[CH:20][CH:21]=[CH:22][CH:23]=1.[Cl-].[NH4+]>CCCCCC.CN(C)CCN(C)C.O1CCCC1>[CH3:25][O:24][C:19]1[CH:20]=[CH:21][CH:22]=[CH:23][C:18]=1[CH:17]([C:4]1[CH:5]=[CH:6][CH:7]=[C:2]([CH3:1])[C:3]=1[O:8][CH2:9][O:10][CH3:11])[OH:26] |f:3.4|. Procedure details: 1-Methyl-2-methoxymethoxybenzene (15.2 g) was added to a mixture of 75 ml of a 1.6 M solution of n-butyl lithium in hexane and 18.1 ml of tetramethylethylenediamine at 0° C. with stirring. After 4 hours, 13.6 g of o-anisaldehyde dissolved in 30 ml of tetrahydrofuran was added. The mixture was allowed to react for 0.5 hour and was then poured into a mixture of ice and saturated aqueous ammonium chloride. The resulting mixture was extracted with ether and the ether extract was dried over magnesium... Reactants: C(CCC)[Li] (Butyllithium), C(C)(C)C1=NC(=C(C(=C1C=O)C1=CC=C(C=C1)F)CCCCC)C(C)C (2,6-Diisopropyl-4-(4-fluorophenyl)-5-pentyl-3-pyridine-carboxaldehyde). Reagents/catalysts: [Br-].C[P+](C1=CC=CC=C1)(C1=CC=CC=C1)C1=CC=CC=C1 (Methyl triphenylphosphonium bromide). Solvent: C1CCOC1 (THF), C1CCOC1 (THF). Conditions: temperature -78 celsius. Product: C(C)(C)C1=NC(=C(C(=C1C=C)C1=CC=C(C=C1)F)CCCCC)C(C)C (2,6-Diisopropyl-3-ethenyl-4-(4-fluorophenyl)-5pentylpyridine). The yield is 66.0%. Reaction SMILES: [CH2:1]([Li])CCC.[CH:6]([C:9]1[C:14]([CH:15]=O)=[C:13]([C:17]2[CH:22]=[CH:21][C:20]([F:23])=[CH:19][CH:18]=2)[C:12]([CH2:24][CH2:25][CH2:26][CH2:27][CH3:28])=[C:11]([CH:29]([CH3:31])[CH3:30])[N:10]=1)([CH3:8])[CH3:7]>[Br-].C[P+](C1C=CC=CC=1)(C1C=CC=CC=1)C1C=CC=CC=1.C1COCC1>[CH:6]([C:9]1[C:14]([CH:15]=[CH2:1])=[C:13]([C:17]2[CH:22]=[CH:21][C:20]([F:23])=[CH:19][CH:18]=2)[C:12]([CH2:24][CH2:25][CH2:26][CH2:27][CH3:28])=[C:11]([CH:29]([CH3:31])[CH3:30])[N:10]=1)([CH3:8])[CH3:7] |f:2.3|. Procedure details: Methyl triphenylphosphonium bromide was suspended in 15 mL of dry THF under argon and stirred at −78° C. Butyllithium (1.6M, 0.42 mL) was added dropwise over 2 min. and then the reaction mixture was allowed to stir at 0° C. for 1.5 hours. The solution was cooled again to −78° C., treated dropwise with a solution of 2,6-diisopropyl-4-(4-fluorophenyl)-5-pentyl-3-pyridinecarboxaldehyde (Example 114, Step A) in 5 mL of dry THF, and then stirred at 0° C. for 2.5 hours. The reaction was quenched with ... Starting materials: COc1ccc(C=O)cc1-c1ccc2c(ccn2C)c1, COc1cccc(C(C)N)c1. Product: COc1cccc(C(C)NCc2ccc(OC)c(-c3ccc4c(ccn4C)c3)c2)c1. RXN SMILES: [CH3:1][n:2]1[cH:3][cH:4][c:5]2[cH:6][c:7](-[c:11]3[cH:12][c:13]([CH:14]=[O:15])[cH:16][cH:17][c:18]3[O:19][CH3:20])[cH:8][cH:9][c:10]12.[CH3:21][O:22][c:23]1[cH:24][c:25]([CH:26]([CH3:27])[NH2:28])[cH:29][cH:30][cH:31]1>>[CH3:1][n:2]1[cH:3][cH:4][c:5]2[cH:6][c:7](-[c:11]3[cH:12][c:13]([CH2:14][NH:28][CH:26]([c:25]4[cH:24][c:23]([O:22][CH3:21])[cH:31][cH:30][cH:29]4)[CH3:27])[cH:16][cH:17][c:18]3[O:19][CH3:20])[cH:8][cH:9][c:10]12. Reactants: O=C([O-])[O-], COc1ccc(C2(CN)OCCO2)cc1, CC(C)O, Cl, [K+], [K+], CC(C)CN=C=S. Product: COc1ccc(C2(CNC(=S)NCC(C)C)OCCO2)cc1. As a reaction SMILES: [C:24](=[O:25])([O-:26])[O-:27].[CH3:2][O:3][c:4]1[cH:5][cH:6][c:7]([C:10]2([CH2:15][NH2:16])[O:11][CH2:12][CH2:13][O:14]2)[cH:8][cH:9]1.[CH3:30][CH:31]([OH:32])[CH3:33].[ClH:1].[K+:28].[K+:29].[N:17](=[C:18]=[S:19])[CH2:20][CH:21]([CH3:22])[CH3:23]>>[CH3:2][O:3][c:4]1[cH:5][cH:6][c:7]([C:10]2([CH2:15][NH:16][C:18]([NH:17][CH2:20][CH:21]([CH3:22])[CH3:23])=[S:19])[O:11][CH2:12][CH2:13][O:14]2)[cH:8][cH:9]1. Reactants: FC1=CC=C(COCC2=CC=CC(=N2)N)C=C1 (6-(4-fluoro-benzyloxymethyl)-pyridin-2-ylamine), FC=1C=CC(=C(C1)S(=O)(=O)Cl)C (5-fluoro-2-methyl-benzenesulfonyl chloride). Yields the product FC=1C=CC(=C(C1)S(=O)(=O)NC1=NC(=CC=C1)COCC1=CC=C(C=C1)F)C (5-Fluoro-N-[6-(4-fluoro-benzyloxymethyl)-pyridin-2-yl]-2-methyl-benzenesulfonamide). Reaction SMILES: [F:1][C:2]1[CH:17]=[CH:16][C:5]([CH2:6][O:7][CH2:8][C:9]2[N:14]=[C:13]([NH2:15])[CH:12]=[CH:11][CH:10]=2)=[CH:4][CH:3]=1.[F:18][C:19]1[CH:20]=[CH:21][C:22]([CH3:29])=[C:23]([S:25](Cl)(=[O:27])=[O:26])[CH:24]=1>>[F:18][C:19]1[CH:20]=[CH:21][C:22]([CH3:29])=[C:23]([S:25]([NH:15][C:13]2[CH:12]=[CH:11][CH:10]=[C:9]([CH2:8][O:7][CH2:6][C:5]3[CH:4]=[CH:3][C:2]([F:1])=[CH:17][CH:16]=3)[N:14]=2)(=[O:27])=[O:26])[CH:24]=1. Procedure: This material was prepared in analogy to example 1 from 6-(4-fluoro-benzyloxymethyl)-pyridin-2-ylamine (0.058 g) and 5-fluoro-2-methyl-benzenesulfonyl chloride (0.057 g) as a light yellow gum (0.0476 g). MS (ESI−): 403.2 ([M−H]−) Starting materials: ClC1=CC=C(C=C1)C1(CC1)C(=O)N1[C@@H](C[C@H](C1)S(=O)(=O)C1=C(C=CC=C1)C(F)(F)F)C(=O)O ((2S,4R)-1-[1-(4-chloro-phenyl)-cyclopropanecarbonyl]-4-(2-trifluoromethyl-benzenesulfonyl)-pyrrolidine-2-carboxylic acid), N[C@H]([C@@H](C(=O)NC1CC1)O)CCC ((2S,3S)-3-amino-N-cyclopropyl-2-hydroxyhexanamide). Yields the product ClC1=CC=C(C=C1)C1(CC1)C(=O)N1[C@@H](C[C@H](C1)S(=O)(=O)C1=C(C=CC=C1)C(F)(F)F)C(=O)N[C@H](C(C(=O)NC1CC1)=O)CCC ((2S,4R)-1-(1-(4-chlorophenyl)cyclopropanecarbonyl)-N—((S)-1-(cyclopropylamino)-1,2-dioxohexan-3-yl)-4-(2-(trifluoromethyl)phenylsulfonyl)pyrrolidine-2-carboxamide). As a reaction SMILES: [Cl:1][C:2]1[CH:7]=[CH:6][C:5]([C:8]2([C:11]([N:13]3[CH2:17][C@H:16]([S:18]([C:21]4[CH:26]=[CH:25][CH:24]=[CH:23][C:22]=4[C:27]([F:30])([F:29])[F:28])(=[O:20])=[O:19])[CH2:15][C@H:14]3[C:31]([OH:33])=O)=[O:12])[CH2:10][CH2:9]2)=[CH:4][CH:3]=1.[NH2:34][C@@H:35]([CH2:44][CH2:45][CH3:46])[C@H:36]([OH:43])[C:37]([NH:39][CH:40]1[CH2:42][CH2:41]1)=[O:38]>>[Cl:1][C:2]1[CH:3]=[CH:4][C:5]([C:8]2([C:11]([N:13]3[CH2:17][C@H:16]([S:18]([C:21]4[CH:26]=[CH:25][CH:24]=[CH:23][C:22]=4[C:27]([F:28])([F:29])[F:30])(=[O:19])=[O:20])[CH2:15][C@H:14]3[C:31]([NH:34][C@@H:35]([CH2:44][CH2:45][CH3:46])[C:36](=[O:43])[C:37]([NH:39][CH:40]3[CH2:42][CH2:41]3)=[O:38])=[O:33])=[O:12])[CH2:9][CH2:10]2)=[CH:6][CH:7]=1. Procedure: The title compound was prepared in analogy to Example 1, using (2S,4R)-1-[1-(4-chloro-phenyl)-cyclopropanecarbonyl]-4-(2-trifluoromethyl-benzenesulfonyl)-pyrrolidine-2-carboxylic acid and (2S,3S)-3-amino-N-cyclopropyl-2-hydroxyhexanamide in step 1. MS (m/e)=668.18 [M+H+]. Starting materials: O=C1CCC(=O)N1Br, CCOC(C)=O, Cc1ccc(F)cc1[N+](=O)[O-], O=S(=O)(O)O. Yields the product Cc1c(Br)cc(F)cc1[N+](=O)[O-]. RXN SMILES: [Br:17][N:18]1[C:19](=[O:20])[CH2:21][CH2:22][C:23]1=[O:24].[CH3:25][CH2:26][O:27][C:28](=[O:29])[CH3:30].[F:1][c:2]1[cH:3][c:4]([N+:9](=[O:10])[O-:11])[c:5]([CH3:8])[cH:6][cH:7]1.[S:12](=[O:13])(=[O:14])([OH:15])[OH:16]>>[F:1][c:2]1[cH:3][c:4]([N+:9](=[O:10])[O-:11])[c:5]([CH3:8])[c:6]([Br:17])[cH:7]1. Starting materials: ClC1=C2N=CN(C2=NC=N1)CCC(=O)OC (6-chloro-9-(2-carbomethoxyethyl)purine), [OH-].[Na+] (NaOH). The solvent is O1CCOCC1 (dioxane), O (H2O). The product is ClC1=C2N=CN(C2=NC=N1)CCC(=O)O (6-Chloro-9-(2-carboxyethyl)purine). As a reaction SMILES: [Cl:1][C:2]1[N:10]=[CH:9][N:8]=[C:7]2[C:3]=1[N:4]=[CH:5][N:6]2[CH2:11][CH2:12][C:13]([O:15]C)=[O:14].[OH-].[Na+]>O1CCOCC1.O>[Cl:1][C:2]1[N:10]=[CH:9][N:8]=[C:7]2[C:3]=1[N:4]=[CH:5][N:6]2[CH2:11][CH2:12][C:13]([OH:15])=[O:14] |f:1.2|. Reported procedure: A solution of 10.4 g (0.0432 mol) of 6-chloro-9-(2-carbomethoxyethyl)purine in 400 mL dioxane, 20 mL H2O and 50 mL N NaOH was stirred 2 h at room temperature. Nearly all the solvent was removed by roto-evaporation and 50 mL of N HCl was added. The mixture was chilled and the precipitate collected; 9.00 g (92%); recrystallized from methanol-petroleum ether; mp 163°-165°; 1H NMR (200 MHz, DMSO-d6) δ8.80 (1H, s, 7 or 8-H), 4.52(2H, t), 2.97 (2H, t, CH2CO). Starting materials: CI, CCO, Cn1c(S)nnc1-c1ccccc1, [Na+], [OH-], O. The product is CSc1nnc(-c2ccccc2)n1C. RXN SMILES: [CH3:15][I:16].[CH3:19][CH2:20][OH:21].[CH3:1][n:2]1[c:3]([SH:13])[n:4][n:5][c:6]1-[c:7]1[cH:8][cH:9][cH:10][cH:11][cH:12]1.[Na+:18].[OH-:17].[OH2:14]>>[CH3:1][n:2]1[c:3]([S:13][CH3:15])[n:4][n:5][c:6]1-[c:7]1[cH:8][cH:9][cH:10][cH:11][cH:12]1. The reactants are CC1(CC(CCC1)=O)C (3,3-dimethylcyclohexanone), Cl.NO (hydroxylamine hydrochloride), C([O-])([O-])=O.[Na+].[Na+] (sodium carbonate). Solvent: C(C)O (ethanol), O (water). Product: CC1(CC(CCC1)=NO)C (3,3-dimethylcyclohexanone oxime). RXN SMILES: [CH3:1][C:2]1([CH3:9])[CH2:7][CH2:6][CH2:5][C:4](=O)[CH2:3]1.Cl.[NH2:11][OH:12].C(=O)([O-])[O-].[Na+].[Na+]>C(O)C.O>[CH3:1][C:2]1([CH3:9])[CH2:7][CH2:6][CH2:5][C:4](=[N:11][OH:12])[CH2:3]1 |f:1.2,3.4.5|. Reported procedure: To a mixture of 3,3-dimethylcyclohexanone (4.0 g, 0.032 mol) and hydroxylamine hydrochloride (2.9 g, 0.041 mol) in ethanol (20 mL) was added dropwise a solution of sodium carbonate (4.3 g, 0.041 mol) in water (25 mL). The mixture was heated at reflux for 3 hours. The mixture was concentrated in vacuo to remove the ethanol and the aqueous residue was extracted with ethyl acetate. The organic phase was dried (MgSO4), filtered and concentrated in vacuo to give 3,3-dimethylcyclohexanone oxime as a y...